Dataset: the Open Reaction Database (ORD), a public repository of structured organic reaction records. Task: describe an organic reaction: reactants, conditions, products, and yield The reactants are C(C)(=O)NC1=CC=C(C=C1)CCBr (2-[4-(Acetylamino)phenyl]ethyl bromide), C(C)(C)(C)OC(=O)N1CCNCC1 (N-tert-butyloxycarbonyl piperazine), C(=O)([O-])[O-].[K+].[K+] (K2CO3). Run in CC(C)O (IPA). Conditions: temperature 100 celsius. Yields the product C(C)(C)(C)OC(=O)N1CCN(CC1)CCC1=CC=C(C=C1)NC(C)=O (1-tert-butyloxycarbonyl-4-[2-(4-(acetylamino)phenyl)ethyl]piperazine). The yield is 48.4%. RXN SMILES: [C:1]([NH:4][C:5]1[CH:10]=[CH:9][C:8]([CH2:11][CH2:12]Br)=[CH:7][CH:6]=1)(=[O:3])[CH3:2].[C:14]([O:18][C:19]([N:21]1[CH2:26][CH2:25][NH:24][CH2:23][CH2:22]1)=[O:20])([CH3:17])([CH3:16])[CH3:15].C([O-])([O-])=O.[K+].[K+]>CC(O)C>[C:14]([O:18][C:19]([N:21]1[CH2:26][CH2:25][N:24]([CH2:12][CH2:11][C:8]2[CH:9]=[CH:10][C:5]([NH:4][C:1](=[O:3])[CH3:2])=[CH:6][CH:7]=2)[CH2:23][CH2:22]1)=[O:20])([CH3:17])([CH3:15])[CH3:16] |f:2.3.4|. Reported procedure: 2-[4-(Acetylamino)phenyl]ethyl bromide (2.6 g, 10.7 mmol) was added to a mixture of N-tert-butyloxycarbonyl piperazine (2.0 g, 10.7 mmol) and K2CO3 (3.0 g, 21.7 mmol), in IPA (100 ml), and heated at 100° C. for 16 h. The mixture was filtered and the filtrate evaporated under vacuum. The residue was taken up into ethyl acetate and washed with H2O . The aqueous phase was extracted with EtOAc and the combined extracts dried (Na2SO4 /MgSO4) and evaporated. The crude product was chromatographed on si... Reactants: C(C)C1=C(C(OC(O1)(C)C)=O)C1=CC=CC=C1 (6-ethyl-5-phenyl-2,2-dimethyl-2H,4H-1,3-dioxin-4-one), C=NC(C)(C1=CC=CC=C1)C (N-methylene-1-methyl-1-phenylethylamine). Yields the product C(C)C1=C(C(N(CO1)C(C)(C1=CC=CC=C1)C)=O)C1=CC=CC=C1 (6-ethyl-3-(1-methyl-1-phenylethyl)-5-phenyl-2,3-dihydro-4H-1,3-oxazin-4-one). Yield: 75.0%. Reaction SMILES: [CH2:1]([C:3]1[O:8][C:7](C)(C)O[C:5](=[O:11])[C:4]=1[C:12]1[CH:17]=[CH:16][CH:15]=[CH:14][CH:13]=1)[CH3:2].C=[N:19][C:20]([CH3:28])([C:22]1[CH:27]=[CH:26][CH:25]=[CH:24][CH:23]=1)[CH3:21]>C1(C)C(C)=CC=CC=1>[CH2:1]([C:3]1[O:8][CH2:7][N:19]([C:20]([CH3:28])([C:22]2[CH:27]=[CH:26][CH:25]=[CH:24][CH:23]=2)[CH3:21])[C:5](=[O:11])[C:4]=1[C:12]1[CH:17]=[CH:16][CH:15]=[CH:14][CH:13]=1)[CH3:2]. Solvent: C=1(C(=CC=CC1)C)C (Xylene). Procedure details: Xylene (2 ml) was added to a mixture of 6-ethyl-5-phenyl-2,2-dimethyl-2H,4H-1,3-dioxin-4-one (0.70 g) and N-methylene-1-methyl-1-phenylethylamine (0.44 g), and the resulting mixture was heated at reflux for 20 minutes for reaction. The reaction mixture was purified by silica gel chromatography to obtain the captioned compound (0.72 g). Product: C(CC)OC(N[C@H](C(C)(C)SC(C)C)C(=O)N1[C@@H](CCC1)C(NC[C@@H]1CC[C@H](CC1)N)=O)=O ([(S)-1-[(S)-2-[(trans-4-aminocyclohexylmethyl)carbamoyl]pyrrolidine-1-carbonyl]-2-isopropylthio-2-methylpropyl]carbamic acid propyl ester). As a reaction SMILES: Cl.C(OCC)(=O)C.[CH2:8]([O:11][C:12](=[O:47])[NH:13][C@@H:14]([C:22]([N:24]1[CH2:28][CH2:27][CH2:26][C@H:25]1[C:29](=[O:46])[NH:30][CH2:31][C@H:32]1[CH2:37][CH2:36][C@H:35]([NH:38]C(OC(C)(C)C)=O)[CH2:34][CH2:33]1)=[O:23])[C:15]([S:18][CH:19]([CH3:21])[CH3:20])([CH3:17])[CH3:16])[CH2:9][CH3:10]>>[CH2:8]([O:11][C:12](=[O:47])[NH:13][C@@H:14]([C:22]([N:24]1[CH2:28][CH2:27][CH2:26][C@H:25]1[C:29](=[O:46])[NH:30][CH2:31][C@H:32]1[CH2:33][CH2:34][C@H:35]([NH2:38])[CH2:36][CH2:37]1)=[O:23])[C:15]([S:18][CH:19]([CH3:20])[CH3:21])([CH3:16])[CH3:17])[CH2:9][CH3:10] |f:0.1|. Procedure: 1,200 ml of a 4N hydrogenchloride-ethyl acetate solution was added to 200 g of [(S)-1-[(S)-2-[(trans-4-t-butoxycarbonylaminocyclohexylmethyl) carbamoyl]-pyrrolidine-1-carbonyl]-2-isopropylthio-2-methylpropyl]carbamic acid propyl ester prepared by the method as disclosed in Example 1 of WO97/05108, followed by stirring at 0° C. for 1 hour. This solution was concentrated by a rotary evaporator, and to the obtained residue, 1,800 ml of diethyl ether was added, followed by stirring at room temperatu... The reactants are Cl.C(C)(=O)OCC (hydrogenchloride ethyl acetate), C(CC)OC(N[C@H](C(C)(C)SC(C)C)C(=O)N1[C@@H](CCC1)C(NC[C@@H]1CC[C@H](CC1)NC(=O)OC(C)(C)C)=O)=O ([(S)-1-[(S)-2-[(trans-4-t-butoxycarbonylaminocyclohexylmethyl) carbamoyl]-pyrrolidine-1-carbonyl]-2-isopropylthio-2-methylpropyl]carbamic acid propyl ester). Isolated yield 98.9%. Conditions: temperature 0 celsius, time 1 hour. The reactants are FC1=C(C=CC(=C1)F)[C@@](CN1N=CN=C1)([C@@H](C)S[C@H]1CO[C@@H](OC1)C1=CC=CC=C1)O ((2R,3R)-2-(2,4-difluorophenyl)-3-[[trans-2-phenyl-1,3-dioxan-5-yl]thio]-1-(1H-1,2,4-triazol-1-yl)-2-butanol), HC1-dioxane, C(=O)(O)[O-].[Na+] (NaHCO3). Solvent: CO (methanol). Reaction conditions: time 30 minute. The product is FC1=C(C=CC(=C1)F)[C@@](CN1N=CN=C1)([C@@H](C)SC(CO)CO)O ((2R,3R)-2-(2,4-Difluorophenyl)-3-[(1,3-dihydroxy-2-propyl]thio]-1-(1H- 1,2,4-triazol-1-yl)-2-butanol). Yield: 63.1%. As a reaction SMILES: [F:1][C:2]1[CH:7]=[C:6]([F:8])[CH:5]=[CH:4][C:3]=1[C@:9]([OH:31])([C@H:16]([S:18][C@@H:19]1[CH2:24][O:23][C@@H](C2C=CC=CC=2)[O:21][CH2:20]1)[CH3:17])[CH2:10][N:11]1[CH:15]=[N:14][CH:13]=[N:12]1.C([O-])(O)=O.[Na+]>CO>[F:1][C:2]1[CH:7]=[C:6]([F:8])[CH:5]=[CH:4][C:3]=1[C@:9]([OH:31])([C@H:16]([S:18][CH:19]([CH2:20][OH:21])[CH2:24][OH:23])[CH3:17])[CH2:10][N:11]1[CH:15]=[N:14][CH:13]=[N:12]1 |f:1.2|. Procedure: In 3.5 ml of methanol were dissolved 353 mg of (2R,3R)-2-(2,4-difluorophenyl)-3-[[trans-2-phenyl-1,3-dioxan-5-yl]thio]-1-(1H-1,2,4-triazol-1-yl)-2-butanol as described in Example 40, and 0.35 ml of a 4N HC1-dioxane solution were added to the solution, followed by stirring of the resulting mixture at room temperature for 30 minutes. To the reaction mixture were added 250 mg of a NaHCO3 powder, and the mixture was stirred for 10 minutes, followed by filtration of the reaction mixture and concentra... The reactants are COc1ccc2c(OC3CC4C(=O)NC5(C(=O)O)CC5C=CCCCCCCC(=O)N4C3)cc(-c3nc(C(C)C)cs3)nc2c1, COc1ccc2c(O)cc(-c3csc(NC(C)C)n3)nc2c1. The product is COc1ccc2c(OC3CC4C(=O)NC5(C(=O)O)CC5C=CCCCCCCC(=O)N4C3)cc(-c3csc(NC(C)C)n3)nc2c1. RXN SMILES: [CH:23]([c:24]1[n:25][c:26](-[c:27]2[cH:28][c:29]([O:30][CH:42]3[CH2:43][N:44]4[C:45](=[O:65])[CH2:46][CH2:47][CH2:48][CH2:49][CH2:50][CH2:51][CH:52]=[CH:53][CH:54]5[CH2:55][C:56]5([C:62](=[O:63])[OH:64])[NH:57][C:58](=[O:61])[CH:59]4[CH2:60]3)[c:31]3[c:32]([cH:33][c:34]([O:35][CH3:36])[cH:37][cH:38]3)[n:39]2)[s:40][cH:41]1)([CH3:66])[CH3:67].[OH:1][c:2]1[cH:3][c:4](-[c:14]2[n:15][c:16]([NH:19][CH:20]([CH3:21])[CH3:22])[s:17][cH:18]2)[n:5][c:6]2[cH:7][c:8]([O:12][CH3:13])[cH:9][cH:10][c:11]12>>[O:1]([c:2]1[cH:3][c:4](-[c:14]2[n:15][c:16]([NH:19][CH:20]([CH3:21])[CH3:22])[s:17][cH:18]2)[n:5][c:6]2[cH:7][c:8]([O:12][CH3:13])[cH:9][cH:10][c:11]12)[CH:42]1[CH2:43][N:44]2[C:45](=[O:65])[CH2:46][CH2:47][CH2:48][CH2:49][CH2:50][CH2:51][CH:52]=[CH:53][CH:54]3[CH2:55][C:56]3([C:62](=[O:63])[OH:64])[NH:57][C:58](=[O:61])[CH:59]2[CH2:60]1. The product is O=C1Nc2ccc(O)cc2C1=Cc1ccc[nH]1. As a reaction SMILES: [B:19]([Br:20])([Br:21])[Br:22].[CH3:1][O:2][c:3]1[cH:4][c:5]2[c:9]([cH:10][cH:11]1)[NH:8][C:7](=[O:12])[C:6]2=[CH:13][c:14]1[nH:15][cH:16][cH:17][cH:18]1.[Cl:23][CH2:24][Cl:25]>>[OH:2][c:3]1[cH:4][c:5]2[c:9]([cH:10][cH:11]1)[NH:8][C:7](=[O:12])[C:6]2=[CH:13][c:14]1[nH:15][cH:16][cH:17][cH:18]1. Starting materials: BrB(Br)Br, COc1ccc2c(c1)C(=Cc1ccc[nH]1)C(=O)N2, ClCCl. Reactants: Cc1ccc(CCl)nc1, Cl, [Na+], [OH-], O, Sc1nc2cc3c(cc2[nH]1)COCO3. Product: Cl, Cl, Cc1ccc(CSc2nc3cc4c(cc3[nH]2)COCO4)nc1. As a reaction SMILES: [CH3:18][c:19]1[cH:20][cH:21][c:22]([CH2:25][Cl:26])[n:23][cH:24]1.[ClH:17].[Na+:16].[OH-:15].[OH2:27].[nH:1]1[c:2]([SH:14])[n:3][c:4]2[c:5]1[cH:6][c:7]1[c:8]([cH:9]2)[O:10][CH2:11][O:12][CH2:13]1>>[ClH:17].[ClH:26].[nH:1]1[c:2]([S:14][CH2:25][c:22]2[cH:21][cH:20][c:19]([CH3:18])[cH:24][n:23]2)[n:3][c:4]2[c:5]1[cH:6][c:7]1[c:8]([cH:9]2)[O:10][CH2:11][O:12][CH2:13]1.